Dataset: the Open Reaction Database (ORD), a public repository of structured organic reaction records. Task: describe an organic reaction: reactants, conditions, products, and yield Reactants: CC(C)CC(O)C(=O)O, CCC1CC2C3CCC4=CC(=O)CCC4C3CCC2(C)C1OC(=O)CBr, CC(C)=O, CN(C)C=O. The product is CCC1CC2C3CCC4=CC(=O)CCC4C3CCC2(C)C1OC(=O)COC(=O)C(O)CC(C)C. As a reaction SMILES: [C:1]([CH:2]([OH:3])[CH2:4][CH:5]([CH3:6])[CH3:7])(=[O:8])[OH:9].[CH2:10]([CH3:11])[CH:12]1[CH:13]([O:31][C:32]([CH2:33][Br:34])=[O:35])[C:14]2([CH3:15])[CH:16]([CH2:17]1)[CH:18]1[CH2:19][CH2:20][C:21]3=[CH:22][C:23](=[O:30])[CH2:24][CH2:25][CH:26]3[CH:27]1[CH2:28][CH2:29]2.[CH3:41][C:42](=[O:43])[CH3:44].[O:36]=[CH:37][N:38]([CH3:39])[CH3:40]>>[C:1]([CH:2]([OH:3])[CH2:4][CH:5]([CH3:6])[CH3:7])([O:8][CH2:33][C:32]([O:31][CH:13]1[CH:12]([CH2:10][CH3:11])[CH2:17][CH:16]2[C:14]1([CH3:15])[CH2:29][CH2:28][CH:27]1[CH:18]2[CH2:19][CH2:20][C:21]2=[CH:22][C:23](=[O:30])[CH2:24][CH2:25][CH:26]21)=[O:35])=[O:9]. The reactants are [C-]#N.[Na+] (sodium cyanide), BrCC1=C(C(=C(C=C1)OC)Cl)Cl (1-(bromomethyl)-2,3-dichloro-4-methoxybenzene), O (water), CO (methanol). Run in CS(=O)C (dimethyl sulfoxide). Conditions: temperature 40 celsius, time 5 hour. Product: ClC1=C(C=CC(=C1Cl)OC)CC#N ((2,3-dichloro-4-methoxyphenyl)acetonitrile). The yield is 97.0%. As a reaction SMILES: Br[CH2:2][C:3]1[CH:8]=[CH:7][C:6]([O:9][CH3:10])=[C:5]([Cl:11])[C:4]=1[Cl:12].O.CO.[C-:16]#[N:17].[Na+]>CS(C)=O>[Cl:12][C:4]1[C:5]([Cl:11])=[C:6]([O:9][CH3:10])[CH:7]=[CH:8][C:3]=1[CH2:2][C:16]#[N:17] |f:3.4|. Procedure: To a mixture of 1-(bromomethyl)-2,3-dichloro-4-methoxybenzene (1.00 g), water (3.00 mL), methanol (6.00 mL), and dimethyl sulfoxide (2.00 mL) was added sodium cyanide (246 mg) at room temperature, followed by stirring at 40° C. for 5 hours. The reaction mixture was concentrated under reduced pressure, and then water was added thereto. The resulting solid was collected by filtration to obtain (2,3-dichloro-4-methoxyphenyl)acetonitrile (776 mg).